From a dataset of the Open Reaction Database (ORD), a public repository of structured organic reaction records. describe an organic reaction: reactants, conditions, products, and yield The reactants are CCC(=O)Cl, Cc1c(NC(=O)CC(C)(C)C)c(C)c2c(c1-c1cccc(N)c1)OCC2c1ccc(C(C)C)cc1. Product: CCC(=O)Nc1cccc(-c2c(C)c(NC(=O)CC(C)(C)C)c(C)c3c2OCC3c2ccc(C(C)C)cc2)c1. Reaction SMILES: [C:36]([CH2:37][CH3:38])(=[O:39])[Cl:40].[NH2:1][c:2]1[cH:3][c:4](-[c:8]2[c:9]([CH3:35])[c:10]([NH:27][C:28]([CH2:29][C:30]([CH3:31])([CH3:32])[CH3:33])=[O:34])[c:11]([CH3:26])[c:12]3[c:16]2[O:15][CH2:14][CH:13]3[c:17]2[cH:18][cH:19][c:20]([CH:23]([CH3:24])[CH3:25])[cH:21][cH:22]2)[cH:5][cH:6][cH:7]1>>[NH:1]([c:2]1[cH:3][c:4](-[c:8]2[c:9]([CH3:35])[c:10]([NH:27][C:28]([CH2:29][C:30]([CH3:31])([CH3:32])[CH3:33])=[O:34])[c:11]([CH3:26])[c:12]3[c:16]2[O:15][CH2:14][CH:13]3[c:17]2[cH:18][cH:19][c:20]([CH:23]([CH3:24])[CH3:25])[cH:21][cH:22]2)[cH:5][cH:6][cH:7]1)[C:36]([CH2:37][CH3:38])=[O:39]. Reactants: FC1=C(C=CC(=C1)F)[C@]([C@@H](C)N1C=NC2=C(C1=O)SC(=C2)C2=CC=C(C=C2)C(OC)=N)(CN2N=CN=C2)O ((1R,2R)-3-[2-(2,4-Difluorophenyl)-2-hydroxy-1-methyl-3-(1H-1,2,4-triazol-1-yl)propyl]-6-[4-[imino(methoxy)methyl]phenyl]thieno[3,2-d]pyrimidin-4(3H)-one), Cl (HCl). Run in CO (MeOH). Yields the product NC(=O)C1=CC=C(C=C1)C1=CC=2N=CN(C(C2S1)=O)[C@@H]([C@@](CN1N=CN=C1)(O)C1=C(C=C(C=C1)F)F)C ((1R,2R)-6-[4-(Aminocarbonyl)phenyl]-3-[2-(2,4-difluorophenyl)-2-hydroxy-1-methyl-3-(1H-1,2,4-triazol-1-yl)propyl]thieno[3,2-d]pyrimidin-4(3H)-one). Reaction SMILES: [F:1][C:2]1[CH:7]=[C:6]([F:8])[CH:5]=[CH:4][C:3]=1[C@@:9]([OH:38])([CH2:32][N:33]1[CH:37]=[N:36][CH:35]=[N:34]1)[C@H:10]([N:12]1[C:17](=[O:18])[C:16]2[S:19][C:20]([C:22]3[CH:27]=[CH:26][C:25]([C:28](=[NH:31])[O:29]C)=[CH:24][CH:23]=3)=[CH:21][C:15]=2[N:14]=[CH:13]1)[CH3:11].Cl>CO>[NH2:31][C:28]([C:25]1[CH:24]=[CH:23][C:22]([C:20]2[S:19][C:16]3[C:17](=[O:18])[N:12]([C@H:10]([CH3:11])[C@:9]([C:3]4[CH:4]=[CH:5][C:6]([F:8])=[CH:7][C:2]=4[F:1])([OH:38])[CH2:32][N:33]4[CH:37]=[N:36][CH:35]=[N:34]4)[CH:13]=[N:14][C:15]=3[CH:21]=2)=[CH:27][CH:26]=1)=[O:29]. Procedure details: A solution of (1R,2R)-3-[2-(2,4-difluorophenyl)-2-hydroxy-1-methyl-3-(1H-1,2,4-triazol-1-yl)propyl]-6-[4-imino(methoxy)methyl]phenyl]thieno[3,2-d]pyrimidin-4(3H)-one (0.35 g, 0.652 mmol) (obtained in example 63) and 1N HCl (2 mL) in MeOH (15 mL) was allowed to react at room temperature overnight. The solvent was removed by concentration and the residue was partitioned between CHCl3 and 10% NaHCO3 solution. The organic phase was separated, dried over Na2SO4, filtered, concentrated and purified by... Starting materials: C(C1=CC=CC=C1)N1C[C@@H](N(CC1)C(=O)OC(C)(C)C)CCOC (4-Benzyl-1-tert-butoxycarbonyl-2(S)-(2-methoxyethyl)piperazine), C(C)(=O)O[BH-](OC(C)=O)OC(C)=O.[Na+] (sodium triacetoxyborohydride), ice methanol, C(C)(C)(C)OC(=O)N[C@H](C=O)CSC(C1=CC=CC=C1)(C1=CC=CC=C1)C1=CC=CC=C1 (2(R)-tert-butoxycarbonylamino-3-triphenylmethylthiopropanal), FC(C(=O)O)(F)F (trifluoroacetic acid). Run in C(Cl)Cl (methylene chloride), ClC(C)Cl (dichloroethane). Reaction conditions: temperature 20 celsius, time 1 hour. The product is C(C1=CC=CC=C1)N1C[C@@H](N(CC1)C[C@H](CSC(C1=CC=CC=C1)(C1=CC=CC=C1)C1=CC=CC=C1)NC(=O)OC(C)(C)C)CCOC (4-Benzyl-1-[2(R)-tert-butoxycarbonylamino-3-triphenylmethylthiopropyl]-2(S)-(2-methoxyethyl)piperazine), gum. Reaction SMILES: [CH2:1]([N:8]1[CH2:13][CH2:12][N:11]([C:14](OC(C)(C)C)=O)[C@@H:10]([CH2:21][CH2:22][O:23][CH3:24])[CH2:9]1)[C:2]1[CH:7]=[CH:6][CH:5]=[CH:4][CH:3]=1.FC(F)(F)C(O)=O.C(O[BH-](OC(=O)C)OC(=O)C)(=O)C.[Na+].[C:46]([O:50][C:51]([NH:53][C@@H:54]([CH2:57][S:58][C:59]([C:72]1[CH:77]=[CH:76][CH:75]=[CH:74][CH:73]=1)([C:66]1[CH:71]=[CH:70][CH:69]=[CH:68][CH:67]=1)[C:60]1[CH:65]=[CH:64][CH:63]=[CH:62][CH:61]=1)C=O)=[O:52])([CH3:49])([CH3:48])[CH3:47]>C(Cl)Cl.ClC(Cl)C>[CH2:1]([N:8]1[CH2:13][CH2:12][N:11]([CH2:14][C@@H:54]([NH:53][C:51]([O:50][C:46]([CH3:49])([CH3:48])[CH3:47])=[O:52])[CH2:57][S:58][C:59]([C:66]2[CH:67]=[CH:68][CH:69]=[CH:70][CH:71]=2)([C:72]2[CH:77]=[CH:76][CH:75]=[CH:74][CH:73]=2)[C:60]2[CH:61]=[CH:62][CH:63]=[CH:64][CH:65]=2)[C@@H:10]([CH2:21][CH2:22][O:23][CH3:24])[CH2:9]1)[C:2]1[CH:3]=[CH:4][CH:5]=[CH:6][CH:7]=1 |f:2.3|. Procedure: 4-Benzyl-1-tert-butoxycarbonyl-2(S)-(2-methoxyethyl)piperazine from Example 7, step C (1.17 g, 3.50 mmol) was dissolved in methylene chloride (20 mL). To this solution was added trifluoroacetic acid (10 mL) and the reaction stirred at 20° C. for 1 h. The volatiles were removed in vacuo and the residue taken up in dichloroethane (40 mL). Triethylamine was added to attain pH 7. To this solution was added crushed molecular seives (1 g), sodium triacetoxyborohydride (1.2 g, 5.3 mmol) and the reactio... As a reaction SMILES: [C:1]1([C:7]2[C:18]3[CH2:17][C:16]([CH3:19])=[CH:15][C:14]=3[CH:13]=[C:12]3[C:8]=2[CH2:9][CH2:10][CH2:11]3)[CH:6]=[CH:5][CH:4]=[CH:3][CH:2]=1.C([Li])CCC.Cl[Si:26]([CH:29]1[C:37]2[C:32](=[C:33]([C:38]3[CH:43]=[CH:42][CH:41]=[CH:40][CH:39]=3)[CH:34]=[CH:35][CH:36]=2)[CH:31]=[C:30]1[CH:44]([CH3:46])[CH3:45])([CH3:28])[CH3:27].[Cl-].[NH4+]>C(OCC)C.CCCCCC.[Cu](C#N)C#N>[CH3:27][Si:26]([CH3:28])([CH:11]1[C:12]2[C:8](=[C:7]([C:1]3[CH:2]=[CH:3][CH:4]=[CH:5][CH:6]=3)[C:18]3[CH2:17][C:16]([CH3:19])=[CH:15][C:14]=3[CH:13]=2)[CH2:9][CH2:10]1)[CH:29]1[C:37]2[C:32](=[C:33]([C:38]3[CH:43]=[CH:42][CH:41]=[CH:40][CH:39]=3)[CH:34]=[CH:35][CH:36]=2)[CH:31]=[C:30]1[CH:44]([CH3:45])[CH3:46] |f:3.4|. Yield: 104.3%. Reagents/catalysts: [Cu](C#N)C#N (copper cyanide). Procedure details: To 12.3 g (50 mmol) of 4-phenyl-6-methyl-1,2,3,5-tetrahydro-s-indacene (2b) and 150 mg (1.5 mmol) of copper cyanide (I) in 450 ml of diethylether was added dropwise at −70° C. 23 ml (57 mmol) of 2.5 M of n-butyllithium in n-hexane. The solution was slowly warmed to room temperature and stirred for 3 hrs at room temperature. Then to the solution was added at −70° C. 16.4 g (50 mmol) of chloro-(2-i-propyl-4-phenyl-indenyl)-dimethylsilane and the solution was warmed to room temperature and stirred ... The product is C[Si](C1C(=CC2=C(C=CC=C12)C1=CC=CC=C1)C(C)C)(C1CCC2=C(C=3CC(=CC3C=C12)C)C1=CC=CC=C1)C (Dimethyl-(4-phenyl-6-methyl-1,2,3,5-tetrahydro-s-indacenyl)(2-i-propyl-4-phenyl-1-indenyl)-silane). Conditions: time 3 hour. Run in C(C)OCC (diethylether), CCCCCC (n-hexane). The reactants are C1(=CC=CC=C1)C1=C2CCCC2=CC=2C=C(CC12)C (4-phenyl-6-methyl-1,2,3,5-tetrahydro-s-indacene), [Cl-].[NH4+] (ammonium chloride), C(CCC)[Li] (n-butyllithium), Cl[Si](C)(C)C1C(=CC2=C(C=CC=C12)C1=CC=CC=C1)C(C)C (chloro-(2-i-propyl-4-phenyl-indenyl)-dimethylsilane). The reactants are ClC1=C(C=C2C(N(C(=NC2=C1)COS(=O)(=O)C)C)=O)CN(CC#C)C1=CC=C(C(=O)OC(C)(C)C)C=C1 (tert-butyl 4-[N-[7-chloro-2-methanesulphonyloxymethyl-3-methyl-4-oxo-3,4-dihydroquinazolin-6-ylmethyl]-N-(prop-2-ynyl)amino]benzoate), OC1CCNCC1 (4-hydroxypiperidine). Run in ClCCl (dichloromethane), C(Cl)Cl (CH2Cl2). Conditions: time 1.5 hour. Product: ClC1=C(C=C2C(N(C(=NC2=C1)CN1CCC(CC1)O)C)=O)CN(CC#C)C1=CC=C(C(=O)OC(C)(C)C)C=C1 (tert-Butyl 4-[N-[7-Chloro-3-methyl-2-(4-hydroxypiperidin-1-yl)methyl-4-oxo-3,4-dihydroquinazolin-6-ylmethyl]-N-(prop-2-ynyl)amino]benzoate). As a reaction SMILES: [Cl:1][C:2]1[CH:11]=[C:10]2[C:5]([C:6](=[O:19])[N:7]([CH3:18])[C:8]([CH2:12]OS(C)(=O)=O)=[N:9]2)=[CH:4][C:3]=1[CH2:20][N:21]([C:25]1[CH:37]=[CH:36][C:28]([C:29]([O:31][C:32]([CH3:35])([CH3:34])[CH3:33])=[O:30])=[CH:27][CH:26]=1)[CH2:22][C:23]#[CH:24].[OH:38][CH:39]1[CH2:44][CH2:43][NH:42][CH2:41][CH2:40]1>ClCCl>[Cl:1][C:2]1[CH:11]=[C:10]2[C:5]([C:6](=[O:19])[N:7]([CH3:18])[C:8]([CH2:12][N:42]3[CH2:43][CH2:44][CH:39]([OH:38])[CH2:40][CH2:41]3)=[N:9]2)=[CH:4][C:3]=1[CH2:20][N:21]([C:25]1[CH:26]=[CH:27][C:28]([C:29]([O:31][C:32]([CH3:34])([CH3:33])[CH3:35])=[O:30])=[CH:36][CH:37]=1)[CH2:22][C:23]#[CH:24]. Procedure details: To a solution of tert-butyl 4-[N-[7-chloro-2-methanesulphonyloxymethyl-3-methyl-4-oxo-3,4-dihydroquinazolin-6-ylmethyl]-N-(prop-2-ynyl)amino]benzoate (0.230 g, 0.42 mmol) in anhydrous dichloromethane (4 ml) under argon was added a solution of 4-hydroxypiperidine (0.424 g, 4.2 mmol) in anhydrous CH2Cl2 (4 ml). The clear solution was stirred at room temperature for 1.5 hours under argon, then partitioned between ethyl acetate (200 ml) and 5% aqueous sodium carbonate solution (100 ml). The organic ...